describe an organic reaction: reactants, conditions, products, and yield From a dataset of the Open Reaction Database (ORD), a public repository of structured organic reaction records. Reactants: ClCCl, COc1cccc2c1nc(C(F)F)n2-c1nc(N2CCOCC2)nc(N(CCCN(C)C)C2CCN(C(=O)OC(C)(C)C)CC2)n1, O=C(O)C(F)(F)F. Yields the product COc1cccc2c1nc(C(F)F)n2-c1nc(N2CCOCC2)nc(N(CCCN(C)C)C2CCNCC2)n1. RXN SMILES: [Cl:54][CH2:55][Cl:56].[F:1][CH:2]([c:3]1[n:4][c:5]2[c:6]([n:7]1-[c:8]1[n:9][c:10]([N:20]([CH:21]3[CH2:22][CH2:23][N:24]([C:27]([O:28][C:29]([CH3:30])([CH3:31])[CH3:32])=[O:33])[CH2:25][CH2:26]3)[CH2:34][CH2:35][CH2:36][N:37]([CH3:38])[CH3:39])[n:11][c:12]([N:14]3[CH2:15][CH2:16][O:17][CH2:18][CH2:19]3)[n:13]1)[cH:40][cH:41][cH:42][c:43]2[O:44][CH3:45])[F:46].[F:47][C:48]([F:49])([F:50])[C:51]([OH:52])=[O:53]>>[F:1][CH:2]([c:3]1[n:4][c:5]2[c:6]([n:7]1-[c:8]1[n:9][c:10]([N:20]([CH:21]3[CH2:22][CH2:23][NH:24][CH2:25][CH2:26]3)[CH2:34][CH2:35][CH2:36][N:37]([CH3:38])[CH3:39])[n:11][c:12]([N:14]3[CH2:15][CH2:16][O:17][CH2:18][CH2:19]3)[n:13]1)[cH:40][cH:41][cH:42][c:43]2[O:44][CH3:45])[F:46]. Starting materials: [Na+].[Cl-] (NaCl), C(C)N(CCCOC1=CC=C(C=N1)NC(=O)C1=NNC=2CCCC(C12)=O)CC (4-oxo-4,5,6,7-tetrahydro-1H-indazole-3-carboxylic acid [6-(3-diethylamino-propoxy)-pyridin-3-yl]-amide), CN(C)C(N(C)C)N(C)C (tris(dimethylamino)methane), C([O-])([O-])=O.[Na+].[Na+] (sodium carbonate), C(C)(=O)O.C(=N)N (formamidine acetate). Run in C(C)O (ethanol). Conditions: temperature 60 celsius, time 5 hour. The product is C(C)N(CCCOC1=CC=C(C=N1)NC(=O)C1=NNC=2CCC=3C=NC=NC3C21)CC (5,7-dihydro-6H-pyrazolo[3,4-h]quinazoline-9-carboxylic acid [6-(3-diethylamino-propoxy)-pyridin-3-yl]-amide). RXN SMILES: [CH2:1]([N:3]([CH2:27][CH3:28])[CH2:4][CH2:5][CH2:6][O:7][C:8]1[N:13]=[CH:12][C:11]([NH:14][C:15]([C:17]2[C:25]3[C:24](=O)[CH2:23][CH2:22][CH2:21][C:20]=3[NH:19][N:18]=2)=[O:16])=[CH:10][CH:9]=1)[CH3:2].[CH3:29][N:30]([CH:32](N(C)C)[N:33](C)C)C.C(O)(=O)C.C(N)=N.[Na+].[Cl-].C(=O)([O-])[O-].[Na+].[Na+]>C(O)C>[CH2:1]([N:3]([CH2:27][CH3:28])[CH2:4][CH2:5][CH2:6][O:7][C:8]1[N:13]=[CH:12][C:11]([NH:14][C:15]([C:17]2[C:25]3[C:24]4[N:33]=[CH:32][N:30]=[CH:29][C:23]=4[CH2:22][CH2:21][C:20]=3[NH:19][N:18]=2)=[O:16])=[CH:10][CH:9]=1)[CH3:2] |f:2.3,4.5,6.7.8|. Reported procedure: A mixture of 4-oxo-4,5,6,7-tetrahydro-1H-indazole-3-carboxylic acid [6-(3-diethylamino-propoxy)-pyridin-3-yl]-amide (192 mg, 0.50 mmol) and tris(dimethylamino)methane (181 mg, 1.25 mmol) is stirred in a pressure reactor at 60° C. for 5 hours. After cooling, the reaction mixture is dissolved in ethanol (5 mL), treated with formamidine acetate (1.00 g, 9.6 mmol), and stirred in a pressure reactor at 110° C. for 18 hours. The reaction mixture is poured into 10% NaCl (50 mL), treated with 1 M sodium... The reactants are [H-].[Li+].C(C(C)C)[Al+]CC(C)C.[H-] (Diisobutylaluminum lithium hydride), ice, C(CC)OC(C1=C(C(=CC=C1)C(C)C)OCCC)=O (3-isopropyl-2-propoxybenzoic acid propyl ester). Solvent: hexanes, C1CCOC1 (THF). Run at time 18 hour. Yields the product C(C)(C)C=1C(=C(C=CC1)CO)OCCC ((3-Isopropyl-2-propoxyphenyl)methanol). The yield is 97.4%. As a reaction SMILES: [H-].[Li+].C([Al+]CC(C)C)C(C)C.[H-].C([O:16][C:17](=O)[C:18]1[CH:23]=[CH:22][CH:21]=[C:20]([CH:24]([CH3:26])[CH3:25])[C:19]=1[O:27][CH2:28][CH2:29][CH3:30])CC>C1COCC1>[CH:24]([C:20]1[C:19]([O:27][CH2:28][CH2:29][CH3:30])=[C:18]([CH2:17][OH:16])[CH:23]=[CH:22][CH:21]=1)([CH3:26])[CH3:25] |f:0.1.2.3|. Procedure details: Diisobutylaluminum lithium hydride (40.8 mL of a 1.0 M in hexanes, 40.8 mmol) was added dropwise to an ice-cold solution of 3-isopropyl-2-propoxybenzoic acid propyl ester (3.60 g, 13.6 mmol) in THF (30 mL). After the addition was complete, the ice bath was removed and the reaction mixture was stirred at ambient temperature for 18 h. The reaction was cooled to 0° C. and HCl (1N, 180 mL) was added until all the resulting solids returned to solution. The mixture was extracted with EtOAc (3×150 mL).... Reactants: ClC1=C(C(=NN1C1=CC=CC=C1)C)C=O (5-chloro-3-methyl-1-phenyl-1H-pyrazole-4-carbaldehyde), CC(C(=O)NC1=CC(=CC=C1)C1CCNCC1)C (2-methyl-N-[3-(4-piperidinyl)phenyl]propanamide). The product is ClC1=C(C(=NN1C1=CC=CC=C1)C)CN1CCC(CC1)C=1C=C(C=CC1)NC(C(C)C)=O (N-(3-{1-[(5-CHLORO-3-METHYL-1-PHENYL-1H-PYRAZOL-4-YL)METHYL]-4-PIPERIDINYL}PHENYL)-2-METHYLPROPANAMIDE). Reaction SMILES: [Cl:1][C:2]1[N:6]([C:7]2[CH:12]=[CH:11][CH:10]=[CH:9][CH:8]=2)[N:5]=[C:4]([CH3:13])[C:3]=1[CH:14]=O.[CH3:16][CH:17]([CH3:33])[C:18]([NH:20][C:21]1[CH:26]=[CH:25][CH:24]=[C:23]([CH:27]2[CH2:32][CH2:31][NH:30][CH2:29][CH2:28]2)[CH:22]=1)=[O:19]>>[Cl:1][C:2]1[N:6]([C:7]2[CH:8]=[CH:9][CH:10]=[CH:11][CH:12]=2)[N:5]=[C:4]([CH3:13])[C:3]=1[CH2:14][N:30]1[CH2:31][CH2:32][CH:27]([C:23]2[CH:22]=[C:21]([NH:20][C:18](=[O:19])[CH:17]([CH3:16])[CH3:33])[CH:26]=[CH:25][CH:24]=2)[CH2:28][CH2:29]1. Reported procedure: Prepared by Procedure F and Scheme R using 5-chloro-3-methyl-1-phenyl-1H-pyrazole-4-carbaldehyde and 2-methyl-N-[3-(4-piperidinyl)phenyl]propanamide: ESMS m/e: 451.2 (M+H)+. Starting materials: C(=C)[Mg]Cl (Vinylmagnesium chloride), FC1=C(C=CC=C1)[N+](=O)[O-] (Fluoronitrobenzene), [Cl-].[NH4+] (ammonium chloride). Solvent: O1CCCC1 (tetrahydrofuran). Conditions: temperature -50 celsius, time 1 hour. The product is FC=1C=CC=C2C=CNC12 (7-Fluoroindole). As a reaction SMILES: [F:1][C:2]1[CH:7]=[CH:6][CH:5]=[CH:4][C:3]=1[N+:8]([O-])=O.[CH:11]([Mg]Cl)=[CH2:12].[Cl-].[NH4+]>O1CCCC1>[F:1][C:2]1[CH:7]=[CH:6][CH:5]=[C:4]2[C:3]=1[NH:8][CH:12]=[CH:11]2 |f:2.3|. Procedure: 2 Fluoronitrobenzene (20.0 g, 0.142 mol) was dissolved in dry tetrahydrofuran (400 ml) and cooled to -50° C. Vinylmagnesium chloride (288 ml, 15% wt/vol) was added at -45° C. and stirred at this temperature for one hour. Poured onto saturated ammonium chloride (600 ml). Separated and aqueous extracted with diethyl ether (2×200 ml). Dried (MgSO4), filtered and concentrated in vacuo to yield a dark oil which was purified by column chromatography on silica using toluene as mobile phase. Fractions c...